Dataset: the Open Reaction Database (ORD), a public repository of structured organic reaction records. Task: describe an organic reaction: reactants, conditions, products, and yield Starting materials: CSC=1C=CC2=C(C(=NCC(N2)=S)C2=NC=CC=C2)C1 (7-methylthio-1,3-dihydro-5-(2-pyridyl)-2H-1,4-benzodiazepine-2-thione), O.NN (hydrazine hydrate). Solvent: CO (methanol). Product: CSC=1C=CC2=C(C(=NCC(=N2)NN)C2=NC=CC=C2)C1 (7-methylthio-5-(2-pyridyl)-3H-1,4-benzodiazepin-2-yl hydrazine). As a reaction SMILES: [CH3:1][S:2][C:3]1[CH:4]=[CH:5][C:6]2[NH:12][C:11](=S)[CH2:10][N:9]=[C:8]([C:14]3[CH:19]=[CH:18][CH:17]=[CH:16][N:15]=3)[C:7]=2[CH:20]=1.O.[NH2:22][NH2:23]>CO>[CH3:1][S:2][C:3]1[CH:4]=[CH:5][C:6]2[N:12]=[C:11]([NH:22][NH2:23])[CH2:10][N:9]=[C:8]([C:14]3[CH:19]=[CH:18][CH:17]=[CH:16][N:15]=3)[C:7]=2[CH:20]=1 |f:1.2|. Procedure: According to the procedure of Preparation 1, 7-methylthio-1,3-dihydro-5-(2-pyridyl)-2H-1,4-benzodiazepine-2-thione is reacted with hydrazine hydrate in methanol to give 7-methylthio-5-(2-pyridyl)-3H-1,4-benzodiazepin-2-yl hydrazine. Starting materials: N(=[N+]=[N-])CCCO[C@@H]1C[C@@H](CCC1)OCC=1N=C(OC1C)C=1C=C(C=CC1)C ((1R,3S)-[3-(3-azidopropoxy)cyclohexyloxymethyl]-5-methyl-2-m-tolyloxazole), [H][H] (hydrogen), C21H28N4O3. Reagents/catalysts: [Pd] (Pd/C). The product is CC1=C(N=C(O1)C=1C=C(C=CC1)C)CO[C@@H]1C[C@@H](CCC1)OCCCN ((1R,3S)-3-[3-(5-methyl-2-m-tolyloxazol-4-ylmethoxy)cyclohexyloxy]propylamine). Reported procedure: 472 mg of ((1R,3S)-3-[3-(5-methyl-2-m-tolyloxazol-4-ylmethoxy)cyclohexyloxy]propyl 4-chloromethanesulfonate are dissolved in 3 ml of N-methylpyrrolidone, and 200 mg of sodium azide are added. The mixture is stirred at 60° C. for 3 h and, after cooling, taken up in 20 ml of ethyl acetate/20 ml with sat. NaCl solution. The organic phase is dried over sodium sulfate and the solvent is removed under reduced pressure. This gives 4-((1R,3S)-[3-(3-azidopropoxy)cyclohexyloxymethyl]-5-methyl-2-m-tolyloxa... As a reaction SMILES: [N:1]([CH2:4][CH2:5][CH2:6][O:7][C@H:8]1[CH2:13][CH2:12][CH2:11][C@@H:10]([O:14][CH2:15][C:16]2[N:17]=[C:18]([C:22]3[CH:23]=[C:24]([CH3:28])[CH:25]=[CH:26][CH:27]=3)[O:19][C:20]=2[CH3:21])[CH2:9]1)=[N+]=[N-].[H][H]>CO.[Pd]>[CH3:21][C:20]1[O:19][C:18]([C:22]2[CH:23]=[C:24]([CH3:28])[CH:25]=[CH:26][CH:27]=2)=[N:17][C:16]=1[CH2:15][O:14][C@H:10]1[CH2:11][CH2:12][CH2:13][C@@H:8]([O:7][CH2:6][CH2:5][CH2:4][NH2:1])[CH2:9]1. Solvent: CO (methanol). Starting materials: S(O)(O)(=O)=O (sulfuric acid), C(C=C)NC1CC(C2=C(CC1)C=CC=C2)O (7-allylamino-5-ξ-hydroxy-6,7,8,9-tetrahydro [5H] benzocycloheptene). The solvent is O1CCOCC1 (dioxane). Product: C(C=C)NC1CCC2=C(C=C1)C=CC=C2 (7-allylamino-6,7-dihydro [5H] benzocycloheptene). The yield is 79.1%. RXN SMILES: S(=O)(=O)(O)O.[CH2:6]([NH:9][CH:10]1[CH2:16][CH2:15][C:14]2[CH:17]=[CH:18][CH:19]=[CH:20][C:13]=2[CH:12](O)[CH2:11]1)[CH:7]=[CH2:8]>O1CCOCC1>[CH2:6]([NH:9][CH:10]1[CH:11]=[CH:12][C:13]2[CH:20]=[CH:19][CH:18]=[CH:17][C:14]=2[CH2:15][CH2:16]1)[CH:7]=[CH2:8]. Reported procedure: 12.4 ml of 18 N sulfuric acid were added to a refluxing solution of 6.2 g of 7-allylamino-5-ξ-hydroxy-6,7,8,9-tetrahydro [5H] benzocycloheptene in 124 ml of dioxane and the mixture was refluxed for 30 minutes and was cooled. The mixture was concentrated to 40 ml and 100 ml of ice water were added. The aqueous phase was washed with ethyl acetate and made alkaline with concentrated ammonium hydroxide. The mixture was extracted with methylene chloride and the organic phase was washed with water, dr...